This data is from the Open Reaction Database (ORD), a public repository of structured organic reaction records. The task is: describe an organic reaction: reactants, conditions, products, and yield The reactants are ClC=1C=CC2=C(NC(C(=CC2=O)OC)=O)C1 (8-chloro-3-methoxy-2,5-dioxo-2,5-dihydro-1H-benz[b]azepine), C(C1=CC=CC=C1)N (benzylamine). The solvent is CO (methanol). Product: C(C1=CC=CC=C1)NC1=CC(C2=C(NC1=O)C=C(C=C2)Cl)=O (3-Benzylamino-8-chloro-2,5-dioxo-2,5-dihydro-1H-benz[b]azepine). As a reaction SMILES: [Cl:1][C:2]1[CH:3]=[CH:4][C:5]2[C:11](=[O:12])[CH:10]=[C:9](OC)[C:8](=[O:15])[NH:7][C:6]=2[CH:16]=1.[CH2:17]([NH2:24])[C:18]1[CH:23]=[CH:22][CH:21]=[CH:20][CH:19]=1>CO>[CH2:17]([NH:24][C:9]1[C:8](=[O:15])[NH:7][C:6]2[CH:16]=[C:2]([Cl:1])[CH:3]=[CH:4][C:5]=2[C:11](=[O:12])[CH:10]=1)[C:18]1[CH:23]=[CH:22][CH:21]=[CH:20][CH:19]=1. Procedure details: To a stirred solution of 8-chloro-3-methoxy-2,5-dioxo-2,5-dihydro-1H-benz[b]azepine (0.5 g) in methanol (15 mL) was added benzylamine (0.3 mL). The mixture was heated to reflux for 24 hours. The solvent was evaporated to give a solid. The solid was recrystallized from dimethylformamide (5 mL) and water, washed (water) and vacuum dried (100° C., 15 Pa) to give the title compound (0.181 g); mp 309.1°-313.9° C.; NMR: 5.73 (s,1); MS: m/z=313(M+1). Analysis for C17H13ClN2O2 : Calculated: C, 65.29; H,... The reactants are FC(C(=O)O)(F)F (trifluoroacetic acid), ON=CC=1C=C2C=CN(C2=CC1)C(=O)OC(C)(C)C (tert-butyl 5-((hydroxyimino)methyl)-1H-indole-1-carboxylate), BrC=1N=C(C(=NC1)N(C(OC(C)(C)C)=O)C(=O)OC(C)(C)C)C#C (tert-butyl N-(5-bromo-3-ethynyl-pyrazin-2-yl)-N-tert-butoxycarbonyl-carbamate), C(C)(=O)OI(OC(C)=O)C1=CC=CC=C1 ((diacetoxyiodo)benzene). Solvent: CO (methanol), CO (methanol). Reaction conditions: time 17 hour. Product: C(C)(C)(C)OC(=O)N(C=1C(=NC(=CN1)Br)C1=CC(=NO1)C=1C=C2C=CN(C2=CC1)C(=O)OC(C)(C)C)C(=O)OC(C)(C)C (tert-butyl 5-[5-[3-[bis(tert-butoxycarbonyl)amino]-6-bromo-pyrazin-2-yl]isoxazol-3-yl]indole-1-carboxylate). Isolated yield 16.5%. Reaction SMILES: [OH:1][N:2]=[CH:3][C:4]1[CH:5]=[C:6]2[C:10](=[CH:11][CH:12]=1)[N:9]([C:13]([O:15][C:16]([CH3:19])([CH3:18])[CH3:17])=[O:14])[CH:8]=[CH:7]2.[Br:20][C:21]1[N:22]=[C:23]([C:42]#[CH:43])[C:24]([N:27]([C:35]([O:37][C:38]([CH3:41])([CH3:40])[CH3:39])=[O:36])[C:28](=[O:34])[O:29][C:30]([CH3:33])([CH3:32])[CH3:31])=[N:25][CH:26]=1.C(OI(C1C=CC=CC=1)OC(=O)C)(=O)C.FC(F)(F)C(O)=O>CO>[C:38]([O:37][C:35]([N:27]([C:28]([O:29][C:30]([CH3:33])([CH3:32])[CH3:31])=[O:34])[C:24]1[C:23]([C:42]2[O:1][N:2]=[C:3]([C:4]3[CH:5]=[C:6]4[C:10](=[CH:11][CH:12]=3)[N:9]([C:13]([O:15][C:16]([CH3:19])([CH3:18])[CH3:17])=[O:14])[CH:8]=[CH:7]4)[CH:43]=2)=[N:22][C:21]([Br:20])=[CH:26][N:25]=1)=[O:36])([CH3:41])([CH3:40])[CH3:39]. Procedure details: A solution of tert-butyl 5-((hydroxyimino)methyl)-1H-indole-1-carboxylate (260.3 mg, 1 mmol) in methanol (1 mL) was added slowly to a stirred solution of tert-butyl N-(5-bromo-3-ethynyl-pyrazin-2-yl)-N-tert-butoxycarbonyl-carbamate (438.1 mg, 1.100 mmol) and (diacetoxyiodo)benzene (354.3 mg, 1.100 mmol) in methanol (2 mL) containing trifluoroacetic acid (15 μL, 0.1947 mmol) at ambient temperature. The reaction was stirred at this temperature for 17 hours then concentrated in vacuo. The residue w...